This data is from the Open Reaction Database (ORD), a public repository of structured organic reaction records. The task is: describe an organic reaction: reactants, conditions, products, and yield Starting materials: FC1=C(C(=O)C2CCN(CC2)C)C=CC=C1 (4-(2-fluorobenzoyl)-1-methylpiperidine), Cl.C1(=CC=CC=C1)NN (phenylhydrazine hydrochloride), C(C)(=O)[O-].[Na+] (sodium acetate). The solvent is C(CCC)O (n-butanol). Yields the product C1(=CC=CC=C1)NN=C(C1=C(C=CC=C1)F)C1CCN(CC1)C (4-(2-fluorobenzoyl)-1-methylpiperidine phenylhydrazone). Isolated yield 82.7%. RXN SMILES: [F:1][C:2]1[CH:16]=[CH:15][CH:14]=[CH:13][C:3]=1[C:4]([CH:6]1[CH2:11][CH2:10][N:9]([CH3:12])[CH2:8][CH2:7]1)=O.Cl.[C:18]1([NH:24][NH2:25])[CH:23]=[CH:22][CH:21]=[CH:20][CH:19]=1.C([O-])(=O)C.[Na+]>C(O)CCC>[C:18]1([NH:24][N:25]=[C:4]([CH:6]2[CH2:11][CH2:10][N:9]([CH3:12])[CH2:8][CH2:7]2)[C:3]2[CH:13]=[CH:14][CH:15]=[CH:16][C:2]=2[F:1])[CH:23]=[CH:22][CH:21]=[CH:20][CH:19]=1 |f:1.2,3.4|. Procedure: A mixture of 14.6 g of 4-(2-fluorobenzoyl)-1-methylpiperidine, 12.0 g of phenylhydrazine hydrochloride and 16.0 g of sodium acetate in 280 ml of n-butanol was heated under reflux for 3.5 hrs. The reaction mixture was cooled, filtered and concentrated. The residue was washed with ether to yield 17 g (83%) of 4-(2-fluorobenzoyl)-1-methylpiperidine phenylhydrazone, mp 131°-134° C. Starting materials: Cc1nc2c(c(C)c(C)n2-c2ccccc2)c(=O)[nH]1, CI, CCO, [K+], [OH-]. Product: Cc1c(C)n(-c2ccccc2)c2nc(C)n(C)c(=O)c12. RXN SMILES: [CH3:1][c:2]1[nH:3][c:4](=[O:19])[c:5]2[c:6]([n:7]1)[n:8](-[c:13]1[cH:14][cH:15][cH:16][cH:17][cH:18]1)[c:9]([CH3:12])[c:10]2[CH3:11].[CH3:22][I:23].[CH3:24][CH2:25][OH:26].[K+:21].[OH-:20]>>[CH3:1][c:2]1[n:3]([CH3:22])[c:4](=[O:19])[c:5]2[c:6]([n:7]1)[n:8](-[c:13]1[cH:14][cH:15][cH:16][cH:17][cH:18]1)[c:9]([CH3:12])[c:10]2[CH3:11].